Dataset: the Open Reaction Database (ORD), a public repository of structured organic reaction records. Task: describe an organic reaction: reactants, conditions, products, and yield The reactants are COc1cccc(Br)c1C(=O)O, O=C([O-])[O-], Cc1n[nH]c2cc([N+](=O)[O-])ccc12, [K+], [K+], O=[N+]([O-])c1ccccc1, O. Reaction SMILES: [Br:14][c:15]1[c:16]([C:17](=[O:18])[OH:19])[c:20]([O:24][CH3:25])[cH:21][cH:22][cH:23]1.[C:26](=[O:27])([O-:28])[O-:29].[CH3:1][c:2]1[n:3][nH:4][c:5]2[cH:6][c:7]([N+:11](=[O:12])[O-:13])[cH:8][cH:9][c:10]12.[K+:30].[K+:31].[O-:33][N+:34]([c:35]1[cH:36][cH:37][cH:38][cH:39][cH:40]1)=[O:41].[OH2:32]>>[CH3:1][c:2]1[n:3][n:4](-[c:15]2[c:16]([C:17](=[O:18])[OH:19])[c:20]([O:24][CH3:25])[cH:21][cH:22][cH:23]2)[c:5]2[cH:6][c:7]([N+:11](=[O:12])[O-:13])[cH:8][cH:9][c:10]12. The product is COc1cccc(-n2nc(C)c3ccc([N+](=O)[O-])cc32)c1C(=O)O. Reactants: C(C=C)OC(C=1C=C(C(=O)ON2C(CCC2=O)=O)C=C(C1)[N+](=O)[O-])=O (5-nitro-isophthalic acid 1-(2,5-dioxo-pyrrolidin-1-yl) ester 3-allyl ester), Cl.CNO (N-methylhydroxylamine hydrochloride), material ( 8(c) ). The solvent is ClCCl (dichloromethane). Reaction conditions: time 30 minute. The product is C(C=C)OC(C1=CC(=CC(=C1)[N+](=O)[O-])C(N(C)O)=O)=O (3-(N-methyl-hydroxycarbamoyl)-5-nitro-benzoic acid allyl ester). Isolated yield 88.9%. Reaction SMILES: [CH2:1]([O:4][C:5](=[O:25])[C:6]1[CH:7]=[C:8]([CH:19]=[C:20]([N+:22]([O-:24])=[O:23])[CH:21]=1)[C:9]([O:11]N1C(=O)CCC1=O)=O)[CH:2]=[CH2:3].Cl.[CH3:27][NH:28][OH:29]>ClCCl>[CH2:1]([O:4][C:5](=[O:25])[C:6]1[CH:21]=[C:20]([N+:22]([O-:24])=[O:23])[CH:19]=[C:8]([C:9](=[O:11])[N:28]([OH:29])[CH3:27])[CH:7]=1)[CH:2]=[CH2:3] |f:1.2|. Procedure details: Starting material (8(c)) was prepared as follows. A mixture of 7(b) (2.00 g; see Example 7), N-methylhydroxylamine hydrochloride (1.06 g) triethylamine (1.72 ml) and dichloromethane (60 ml.) was stirred at 5° or 30 minutes. It was then allowed to warm to ambient temperature and stirred for a further 16 hours. The reaction mixture was then poured directly onto a flash column eluting with ethyl acetate/hexane (50:50) to give 3-(N-methyl-hydroxycarbamoyl)-5-nitro-benzoic acid allyl ester (8(a)) as ...